Dataset: the Open Reaction Database (ORD), a public repository of structured organic reaction records. Task: describe an organic reaction: reactants, conditions, products, and yield Starting materials: CC(C)C(NC(=O)OC(C)(C)C)C(=O)N1CCCC1C(=O)OCc1ccccc1, Cl, C1COCCO1. Yields the product CC(C)C(N)C(=O)N1CCCC1C(=O)OCc1ccccc1, Cl. As a reaction SMILES: [CH2:1]([c:2]1[cH:3][cH:4][cH:5][cH:6][cH:7]1)[O:8][C:9]([CH:10]1[N:11]([C:15]([CH:16]([NH:17][C:18]([O:19][C:20]([CH3:21])([CH3:22])[CH3:23])=[O:24])[CH:25]([CH3:26])[CH3:27])=[O:28])[CH2:12][CH2:13][CH2:14]1)=[O:29].[ClH:30].[O:31]1[CH2:32][CH2:33][O:34][CH2:35][CH2:36]1>>[CH2:1]([c:2]1[cH:3][cH:4][cH:5][cH:6][cH:7]1)[O:8][C:9]([CH:10]1[N:11]([C:15]([CH:16]([NH2:17])[CH:25]([CH3:26])[CH3:27])=[O:28])[CH2:12][CH2:13][CH2:14]1)=[O:29].[ClH:30]. Starting materials: COCCOC, ClC(Cl)Cl, [Na+], [Na+], O=C([O-])[O-], [Pd], c1ccc(P(c2ccccc2)c2ccccc2)cc1, c1ccc(P(c2ccccc2)c2ccccc2)cc1, c1ccc(P(c2ccccc2)c2ccccc2)cc1, c1ccc(P(c2ccccc2)c2ccccc2)cc1, N#Cc1cc(Br)cc(-c2nc(-c3ccccn3)no2)c1, OB(O)c1ccncc1. The product is N#Cc1cc(-c2ccncc2)cc(-c2nc(-c3ccccn3)no2)c1. Reaction SMILES: [CH3:30][O:31][CH2:32][CH2:33][O:34][CH3:35].[CH:42]([Cl:43])([Cl:44])[Cl:45].[Na+:36].[Na+:37].[O-:38][C:39](=[O:40])[O-:41].[Pd:46].[c:104]1([P:105]([c:106]2[cH:107][cH:108][cH:109][cH:110][cH:111]2)[c:112]2[cH:113][cH:114][cH:115][cH:116][cH:117]2)[cH:118][cH:119][cH:120][cH:121][cH:122]1.[c:47]1([P:48]([c:49]2[cH:50][cH:51][cH:52][cH:53][cH:54]2)[c:55]2[cH:56][cH:57][cH:58][cH:59][cH:60]2)[cH:61][cH:62][cH:63][cH:64][cH:65]1.[c:66]1([P:67]([c:68]2[cH:69][cH:70][cH:71][cH:72][cH:73]2)[c:74]2[cH:75][cH:76][cH:77][cH:78][cH:79]2)[cH:80][cH:81][cH:82][cH:83][cH:84]1.[c:85]1([P:86]([c:87]2[cH:88][cH:89][cH:90][cH:91][cH:92]2)[c:93]2[cH:94][cH:95][cH:96][cH:97][cH:98]2)[cH:99][cH:100][cH:101][cH:102][cH:103]1.[n:1]1[c:2](-[c:7]2[n:8][o:9][c:10](-[c:12]3[cH:13][c:14]([Br:20])[cH:15][c:16]([C:18]#[N:19])[cH:17]3)[n:11]2)[cH:3][cH:4][cH:5][cH:6]1.[n:21]1[cH:22][cH:23][c:24]([B:27]([OH:28])[OH:29])[cH:25][cH:26]1>>[n:1]1[c:2](-[c:7]2[n:8][o:9][c:10](-[c:12]3[cH:13][c:14](-[c:24]4[cH:23][cH:22][n:21][cH:26][cH:25]4)[cH:15][c:16]([C:18]#[N:19])[cH:17]3)[n:11]2)[cH:3][cH:4][cH:5][cH:6]1. The reactants are CCCCN(CCCC)c1ccccc1, Cl, O=N[O-], [Na+], O. Product: CCCCN(CCCC)c1ccc(N=O)cc1, Cl. As a reaction SMILES: [CH2:1]([CH2:2][CH2:3][CH3:4])[N:5]([c:6]1[cH:7][cH:8][cH:9][cH:10][cH:11]1)[CH2:12][CH2:13][CH2:14][CH3:15].[ClH:16].[N:17](=[O:18])[O-:19].[Na+:20].[OH2:21]>>[CH2:1]([CH2:2][CH2:3][CH3:4])[N:5]([c:6]1[cH:7][cH:8][c:9]([N:17]=[O:18])[cH:10][cH:11]1)[CH2:12][CH2:13][CH2:14][CH3:15].[ClH:16]. Reactants: COC(CC1=C(C=C(C=C1)[N+](=O)[O-])Cl)=O (2-(4 nitro-2-chlorophenyl )acetic acid methyl ester), [Sn](Cl)(Cl)(Cl)Cl (tin chloride), C([O-])(O)=O.[Na+] (sodium bicarbonate). Solvent: CO (methanol). Product: COC(CC1=C(C=C(C=C1)N)Cl)=O ((4-Amino-2-chloro-phenyl)-acetic acid methyl ester). RXN SMILES: [CH3:1][O:2][C:3](=[O:15])[CH2:4][C:5]1[CH:10]=[CH:9][C:8]([N+:11]([O-])=O)=[CH:7][C:6]=1[Cl:14].[Sn](Cl)(Cl)(Cl)Cl.C(=O)(O)[O-].[Na+]>CO>[CH3:1][O:2][C:3](=[O:15])[CH2:4][C:5]1[CH:10]=[CH:9][C:8]([NH2:11])=[CH:7][C:6]=1[Cl:14] |f:2.3|. Procedure: 2-(4 nitro-2-chlorophenyl )acetic acid methyl ester was reduced with tin chloride in methanol at reflux for 2 h. The solution was poured over ice and neutralized with saturated sodium bicarbonate. The mixture was extracted with methylene chloride, dried (MgSO4), and concentrated. The oil was purified by silica gel chromatography eluted with hexane/ethyl acetate(9:1 to 8:2) to yield the title compound (0.81 g). The reactants are C(C)(=O)C=1C=CC2=C(N=C(S2)Cl)C1 (5-acetyl-2-chlorobenzothiazole), S.[K] (potassium hydrogen sulfide), Cl (hydrochloric acid). Solvent: C(C)O (ethanol). Reaction conditions: temperature 80 celsius, time 2 hour. The product is C(C)(=O)C=1C=CC2=C(NC(S2)=S)C1 (5-acetyl-2-thioxo-2,3-dihydrobenzothiazole). Isolated yield 80.9%. Reaction SMILES: [C:1]([C:4]1[CH:5]=[CH:6][C:7]2[S:11][C:10](Cl)=[N:9][C:8]=2[CH:13]=1)(=[O:3])[CH3:2].[SH2:14].[K].Cl>C(O)C>[C:1]([C:4]1[CH:5]=[CH:6][C:7]2[S:11][C:10](=[S:14])[NH:9][C:8]=2[CH:13]=1)(=[O:3])[CH3:2] |f:1.2,^1:14|. Procedure details: A mixture of 5-acetyl-2-chlorobenzothiazole (137 mg, 0.65 mmol), potassium hydrogen sulfide (94 mg, 1.30 mmol) and ethanol (3.3 mL) in a capped flask was stirred in an oil bath at 80° C. for two hours. The mixture was cooled in ice, acidified with 1N hydrochloric acid (1.35 mL) and evaporated in vacuo. The residue was partitioned between water (25 mL) and ethyl acetate (50, 25 mL). The organic extracts were washed with brine, dried over magnesium sulfate, filtered and evaporated in vacuo to a so...